From a dataset of the Open Reaction Database (ORD), a public repository of structured organic reaction records. describe an organic reaction: reactants, conditions, products, and yield Starting materials: BrC(C(=O)C1=CC=C(C=C1)F)C1=CC=C(C=C1)S(=O)(=O)C (2-bromo-1-(4-fluorophenyl)-2-(4-methylsulfonylphenyl) ethanone), C(C)(=S)N (thioacetamide). The solvent is C(C)#N (acetonitrile). The product is FC1=CC=C(C=C1)C=1N=C(SC1C1=CC=C(C=C1)S(=O)(=O)C)C (4-(4-fluorophenyl)-5-(4-methylsulfonylphenyl)-2-methylthiazole). Yield: 55.1%. RXN SMILES: Br[CH:2]([C:12]1[CH:17]=[CH:16][C:15]([S:18]([CH3:21])(=[O:20])=[O:19])=[CH:14][CH:13]=1)[C:3]([C:5]1[CH:10]=[CH:9][C:8]([F:11])=[CH:7][CH:6]=1)=O.[C:22]([NH2:25])(=[S:24])[CH3:23]>C(#N)C>[F:11][C:8]1[CH:9]=[CH:10][C:5]([C:3]2[N:25]=[C:22]([CH3:23])[S:24][C:2]=2[C:12]2[CH:17]=[CH:16][C:15]([S:18]([CH3:21])(=[O:20])=[O:19])=[CH:14][CH:13]=2)=[CH:6][CH:7]=1. Procedure: To a solution of 2-bromo-1-(4-fluorophenyl)-2-(4-methylsulfonylphenyl)ethanone (0.437 g, 1.18 mmol) (Example 26, Step 2) in acetonitrile (10 mL) in a 25 mL round bottom flask was added thioacetamide (0.088 g, 1.18 mmol) and the solution heated to reflux (2 hours) until all solid dissolved. The reaction was cooled to room temperature. The acetonitrile was removed in vacuo and the resulting product precipitated from methanol by the addition of water yielding 4-(4-fluorophenyl)-5-(4-methylsulfonylp... Starting materials: C(C1=CC=CC=C1)N1CC2=CC=C(C=C2C1)Br (2-benzyl-5-bromo-2,3-dihydro-1H-isoindole), O1CC(C1)=O (oxetan-3-one). The product is C(C1=CC=CC=C1)N1CC2=CC=C(C=C2C1)C1(COC1)O (3-(2-Benzyl-2,3-dihydro-1H-isoindol-5-yl)-oxetan-3-ol). RXN SMILES: [CH2:1]([N:8]1[CH2:16][C:15]2[C:10](=[CH:11][CH:12]=[C:13](Br)[CH:14]=2)[CH2:9]1)[C:2]1[CH:7]=[CH:6][CH:5]=[CH:4][CH:3]=1.[O:18]1[CH2:21][C:20](=[O:22])[CH2:19]1>>[CH2:1]([N:8]1[CH2:16][C:15]2[C:10](=[CH:11][CH:12]=[C:13]([C:20]3([OH:22])[CH2:21][O:18][CH2:19]3)[CH:14]=2)[CH2:9]1)[C:2]1[CH:7]=[CH:6][CH:5]=[CH:4][CH:3]=1. Procedure: Prepared in analogy to Example A62(b) from 2-benzyl-5-bromo-2,3-dihydro-1H-isoindole (Example A62(a)) and oxetan-3-one (CAS: 6704-31-0). Brown solid. MS (m/e): 282.4 ([M+H]+, 100%). The reactants are N(CCC(=O)O)C(=O)OCC1=CC=CC=C1 (Z-beta-Ala-OH), C(C)OC(C1=CC=C(C=C1)N)=O (ethyl-4-aminobenzoate). The product is C(C)OC(C1=CC=C(C=C1)NC(CCN)=O)=O (4-(3-Amino-propionylamino)-benzoic acid ethyl ester). RXN SMILES: [NH:1](C(OCC1C=CC=CC=1)=O)[CH2:2][CH2:3][C:4](O)=[O:5].[CH2:17]([O:19][C:20](=[O:28])[C:21]1[CH:26]=[CH:25][C:24]([NH2:27])=[CH:23][CH:22]=1)[CH3:18]>>[CH2:17]([O:19][C:20](=[O:28])[C:21]1[CH:26]=[CH:25][C:24]([NH:27][C:4](=[O:5])[CH2:3][CH2:2][NH2:1])=[CH:23][CH:22]=1)[CH3:18]. Reported procedure: Z-beta-Ala-OH and ethyl-4-aminobenzoate according to 1.2., followed by deprotection according to 6.1. to give 4-(3-Amino-propionylamino)-benzoic acid ethyl ester, MS: 236 (M). Starting materials: C(CCC)[Li] (n-butyllithium), BrC=1C=NC=CC1 (3-bromopyridine), C(=O)=O (dry ice), C(C)(C)NC(C)C (diisopropylamine). The solvent is CCCCCC (hexane), O1CCCC1 (tetrahydrofuran), O (Water), O1CCCC1 (tetrahydrofuran). Yields the product BrC1=C(C(=O)O)C=CN=C1 (3-bromo isonicotinic acid). As a reaction SMILES: C(NC(C)C)(C)C.C([Li])CCC.[Br:13][C:14]1[CH:15]=[N:16][CH:17]=[CH:18][CH:19]=1.[C:20](=[O:22])=[O:21]>O.O1CCCC1.CCCCCC>[Br:13][C:14]1[CH:15]=[N:16][CH:17]=[CH:18][C:19]=1[C:20]([OH:22])=[O:21]. Procedure: A mixture of 3.54 g of diisopropylamine and 50 ml of tetrahydrofuran was stirred while cooling in a dry ice-acetone bath. To the reaction mixture, 20 ml of 1.6 M hexane solution of n-butyllithium was added so that the temperature of the reaction mixture did not exceed −40° C. The reaction mixture was stirred for 30 minutes. Then, a mixture of 4.74 g of 3-bromopyridine and 5 ml of tetrahydrofuran was added so that the temperature of the reaction mixture did not exceed −60° C. The reaction mixture... The reactants are COC(C1=CC=C(C=C1)OCC1CN(C(C1)=O)C1=CC=C(C=C1)F)=O (4-[1-(4-fluorophenyl)-5-oxo-pyrrolidin-3-ylmethoxy]-benzoic acid methyl ester), CO (MeOH), O (H2O), O[Li].O (LiOH.H2O). Run in C1CCOC1 (THF). Run at time 16 hour. Product: FC1=CC=C(C=C1)N1CC(CC1=O)COC1=CC=C(C(=O)O)C=C1 (4-[1-(4-fluoro-phenyl)-5-oxo-pyrrolidin-3-ylmethoxy]-benzoic acid). Yield: 96.8%. RXN SMILES: C[O:2][C:3](=[O:25])[C:4]1[CH:9]=[CH:8][C:7]([O:10][CH2:11][CH:12]2[CH2:16][C:15](=[O:17])[N:14]([C:18]3[CH:23]=[CH:22][C:21]([F:24])=[CH:20][CH:19]=3)[CH2:13]2)=[CH:6][CH:5]=1.CO.O.O[Li].O>C1COCC1>[F:24][C:21]1[CH:20]=[CH:19][C:18]([N:14]2[C:15](=[O:17])[CH2:16][CH:12]([CH2:11][O:10][C:7]3[CH:8]=[CH:9][C:4]([C:3]([OH:25])=[O:2])=[CH:5][CH:6]=3)[CH2:13]2)=[CH:23][CH:22]=1 |f:3.4|. Reported procedure: To a stirred solution of 4-[1-(4-fluorophenyl)-5-oxo-pyrrolidin-3-ylmethoxy]-benzoic acid methyl ester obtained in step 1 (0.14 g, 0.408 mmol) in THF:MeOH:H2O (6 mL, 2:1:3), LiOH.H2O was added at 20-25° C. The reaction mixture was stirred for 16 hours at that temperature. The solvents were removed under reduced pressure and the residue was diluted with water (10 ml). The aqueous layer was washed with DCM, acidified with 2% HCl. The acidified mixture was extracted with ethyl acetate, washed with ... Starting materials: CC(C)CC(NC(=O)C(O)C1CCCN1C(=O)OC(C)(C)C)C(=O)NC(C(=O)OCc1ccccc1)C(C)C, ClCCl, Cl, C1COCCO1. Yields the product CC(C)CC(NC(=O)C(O)C1CCCN1)C(=O)NC(C(=O)OCc1ccccc1)C(C)C, Cl. RXN SMILES: [CH2:1]([c:2]1[cH:3][cH:4][cH:5][cH:6][cH:7]1)[O:8][C:9]([CH:10]([NH:11][C:12]([CH:13]([NH:14][C:15]([CH:16]([CH:17]1[N:18]([C:22]([O:23][C:24]([CH3:25])([CH3:26])[CH3:27])=[O:28])[CH2:19][CH2:20][CH2:21]1)[OH:29])=[O:30])[CH2:31][CH:32]([CH3:33])[CH3:34])=[O:35])[CH:36]([CH3:37])[CH3:38])=[O:39].[Cl:47][CH2:48][Cl:49].[ClH:46].[O:40]1[CH2:41][CH2:42][O:43][CH2:44][CH2:45]1>>[CH2:1]([c:2]1[cH:3][cH:4][cH:5][cH:6][cH:7]1)[O:8][C:9]([CH:10]([NH:11][C:12]([CH:13]([NH:14][C:15]([CH:16]([CH:17]1[NH:18][CH2:19][CH2:20][CH2:21]1)[OH:29])=[O:30])[CH2:31][CH:32]([CH3:33])[CH3:34])=[O:35])[CH:36]([CH3:37])[CH3:38])=[O:39].[ClH:46]. Reactants: D-(-)-N-tert-butoxycarbonyl-p-hydroxyphenylglycine, NC1[C@@H]2N(C(=C(CS2)C(CC(=O)O)SC2=NN=NN2)C(=O)O)C1=O (7-amino-3-(1-carboxymethyltetrazol-5-ylthiomethyl)-3-cephem-4-carboxylic acid), anhydride, C19H19N7O7S2, C(C)(C)O (isopropyl alcohol), C(=O)(O)CS1(CC=C(N2[C@H]1CC2=O)C(=O)O)CSC2=NN=NN2 (1-carboxymethyltetrazol-5-ylthiomethyl-3-cephem-4-carboxylic acid), CN1CCOCC1 (N-methylmorpholine), C(C(C)C)OC(=O)Cl (isobutylchloroformate), CN1CCOCC1 (N-methylmorpholine). The solvent is O (water), O1CCCC1 (tetrahydrofuran). Run at time 10 minute. Yields the product NC(C(=O)NC1[C@@H]2N(C(=C(CS2)C(CC(=O)O)SC2=NN=NN2)C(=O)O)C1=O)C1=CC=C(C=C1)O (7-(α-Amino-4-hydroxyphenylacetamido)-3-(1-carboxymethyltetrazol-5-ylthiomethyl)-3-cephem-4-carboxylic acid). Reaction SMILES: C[N:2]1[CH2:7][CH2:6][O:5]CC1.[CH2:8]([O:12]C(Cl)=O)[CH:9](C)[CH3:10].[NH2:16][CH:17]1[C:38](=[O:39])[N:19]2[C:20]([C:35]([OH:37])=[O:36])=[C:21]([CH:24]([S:29][C:30]3[NH:34][N:33]=[N:32][N:31]=3)[CH2:25][C:26]([OH:28])=[O:27])[CH2:22][S:23][C@H:18]12.C(CS1(CSC2NN=NN=2)[C@@H]2CC(=O)N2[C:47](C(O)=O)=[CH:46][CH2:45]1)(O)=O.C(O)(C)C>O.O1CCCC1>[NH2:2][CH:7]([C:45]1[CH:10]=[CH:9][C:8]([OH:12])=[CH:47][CH:46]=1)[C:6]([NH:16][CH:17]1[C:38](=[O:39])[N:19]2[C:20]([C:35]([OH:37])=[O:36])=[C:21]([CH:24]([S:29][C:30]3[NH:31][N:32]=[N:33][N:34]=3)[CH2:25][C:26]([OH:28])=[O:27])[CH2:22][S:23][C@H:18]12)=[O:5]. Procedure: To a solution of 2.7 g. (0.01 mole) of D-(-)-N-tert-butoxycarbonyl-p-hydroxyphenylglycine in 92 ml. of tetrahydrofuran was added 1.1 g. (0.01 mole) of N-methylmorpholine. The solution was cooled to 0° and 1.4 g. (0.01 mole) of isobutylchloroformate was added all at once. The stirring was continued for 10 minutes and the mixed anhydride solution was added to a 0° solution of 3.7 g. (0.01 mole) of 7-amino-3-(1-carboxymethyltetrazol-5-ylthiomethyl)-3-cephem-4-carboxylic acid and 1.1 g. (0.01 mole) ... The reactants are COC1=C(C=CC=C1)C(C(=O)OCC)SC1=CC=C(C=C1)O (ethyl (2-methoxyphenyl)[(4-hydroxyphenyl)sulfanyl]acetate), BrCC#CC (1-bromo-2-butyne), clear oil. Product: C(C)OC(C(SC1=CC=C(C=C1)OCC#CC)C1=C(C=CC=C1)OC)=O (Ethyl(2-methoxyphenyl){[4-(2-butynyloxy)phenyl]sulfanyl}acetate). The yield is 87.0%. RXN SMILES: [CH3:1][O:2][C:3]1[CH:8]=[CH:7][CH:6]=[CH:5][C:4]=1[CH:9]([S:15][C:16]1[CH:21]=[CH:20][C:19]([OH:22])=[CH:18][CH:17]=1)[C:10]([O:12][CH2:13][CH3:14])=[O:11].Br[CH2:24][C:25]#[C:26][CH3:27]>>[CH2:13]([O:12][C:10](=[O:11])[CH:9]([C:4]1[CH:5]=[CH:6][CH:7]=[CH:8][C:3]=1[O:2][CH3:1])[S:15][C:16]1[CH:21]=[CH:20][C:19]([O:22][CH2:24][C:25]#[C:26][CH3:27])=[CH:18][CH:17]=1)[CH3:14]. Reported procedure: Ethyl(2-methoxyphenyl){[4-(2-butynyloxy)phenyl]sulfanyl}acetate was prepared according to the general method as outlined in example 1 (step 2), starting from ethyl (2-methoxyphenyl)[(4-hydroxyphenyl)sulfanyl]acetate (3.2 g, 10 mmol) and 1-bromo-2-butyne (1.5 g, 11.2 mmol); 3.2 g clear oil. Yield 87%; MS(EI): 371 (M+H)+ Reactants: COC1=CC=C(C=C1)NC=1N=NC(=CN1)C(C)NC(=O)C=1OC=CC1 (N[1-(3-{[4-(methyloxy)phenyl]amino}-1,2,4-triazin-6-yl)ethyl]-2-furancarboxamide), FC=1C=C(C(=O)Cl)C=CC1 (3-fluorobenzoyl chloride), NC(C)C1=CN=C(N=N1)NC1=CC=C(C=C1)OC (6-(1-aminoethyl)-N-[4-(methyloxy)phenyl]-1,2,4-triazin-3-amine), NC(C)C1=CN=C(N=N1)NC1=CC=C(C=C1)OC (6-(1-aminoethyl)-N-[4-(methyloxy)phenyl]-1,2,4-triazin-3-amine). Product: FC=1C=C(C(=O)NC(C)C2=CN=C(N=N2)NC2=CC=C(C=C2)OC)C=CC1 (3-fluoro-N-[1-(3-{[4-(methyloxy)phenyl]amino}-1,2,4-triazin-6-yl)ethyl]benzamide). Reaction SMILES: [CH3:1][O:2][C:3]1[CH:8]=[CH:7][C:6]([NH:9][C:10]2[N:11]=[N:12][C:13]([CH:16]([NH:18][C:19]([C:21]3O[CH:23]=[CH:24][CH:25]=3)=[O:20])[CH3:17])=[CH:14][N:15]=2)=[CH:5][CH:4]=1.NC(C1N=NC(NC2C=CC(OC)=CC=2)=NC=1)C.[F:44][C:45]1C=C(C=C[CH:53]=1)C(Cl)=O>>[F:44][C:45]1[CH:53]=[C:21]([CH:25]=[CH:24][CH:23]=1)[C:19]([NH:18][CH:16]([C:13]1[N:12]=[N:11][C:10]([NH:9][C:6]2[CH:5]=[CH:4][C:3]([O:2][CH3:1])=[CH:8][CH:7]=2)=[N:15][CH:14]=1)[CH3:17])=[O:20]. Reported procedure: In a similar manner as described for Intermediate 59, using 6-(1-aminoethyl)-N-[4-(methyloxy)phenyl]-1,2,4-triazin-3-amine (Intermediate 47) (100 mg, 0.41 mmol), and 3-fluorobenzoyl chloride (0.059 mL, 0.45 mmol) to afford 3-fluoro-N-[1-(3-{[4-(methyloxy)phenyl]amino}-1,2,4-triazin-6-yl)ethyl]benzamide (130 mg) as a yellow solid. MS m/z 368 (M+1). Starting materials: CC(C)(C)OC(=O)N1C(CN)CC2CC21, O=C(O)c1cccc2c1CCO2. Product: CC(C)(C)OC(=O)N1C(CNC(=O)c2cccc3c2CCO3)CC2CC21. As a reaction SMILES: [C:1]([CH3:2])([CH3:3])([CH3:4])[O:5][C:6](=[O:7])[N:8]1[CH:9]2[CH2:10][CH:11]2[CH2:12][CH:13]1[CH2:14][NH2:15].[O:16]1[CH2:17][CH2:18][c:19]2[c:20]1[cH:21][cH:22][cH:23][c:24]2[C:25](=[O:26])[OH:27]>>[C:1]([CH3:2])([CH3:3])([CH3:4])[O:5][C:6](=[O:7])[N:8]1[CH:9]2[CH2:10][CH:11]2[CH2:12][CH:13]1[CH2:14][NH:15][C:25]([c:24]1[c:19]2[c:20]([cH:21][cH:22][cH:23]1)[O:16][CH2:17][CH2:18]2)=[O:26].